This data is from the Open Reaction Database (ORD), a public repository of structured organic reaction records. The task is: describe an organic reaction: reactants, conditions, products, and yield Starting materials: C, COc1cc2c(cc1OC)CN(Cc1ccccc1)C2, CO, Cl, [Pd]. The product is Cl, COc1cc2c(cc1OC)CNC2. Reaction SMILES: [C:24].[CH2:1]([c:2]1[cH:3][cH:4][cH:5][cH:6][cH:7]1)[N:8]1[CH2:9][c:10]2[cH:11][c:12]([O:19][CH3:20])[c:13]([O:17][CH3:18])[cH:14][c:15]2[CH2:16]1.[CH3:22][OH:23].[ClH:21].[Pd:25]>>[ClH:21].[NH:8]1[CH2:9][c:10]2[cH:11][c:12]([O:19][CH3:20])[c:13]([O:17][CH3:18])[cH:14][c:15]2[CH2:16]1. Reactants: [C-]#N, CC(=O)Oc1c(C)c(C)c2c(c1C)CCC(C)(O)O2, CCOCC, CS(C)=O, [K+]. The product is CC(=O)Oc1c(C)c(C)c(O)c(CCC(C)(O)C#N)c1C. As a reaction SMILES: [C-:24]#[N:25].[C:1]([CH3:2])(=[O:3])[O:4][c:5]1[c:6]([CH3:19])[c:7]2[c:12]([c:13]([CH3:16])[c:14]1[CH3:15])[O:11][C:10]([CH3:17])([OH:18])[CH2:9][CH2:8]2.[CH2:27]([O:28][CH2:29][CH3:30])[CH3:31].[CH3:20][S:21]([CH3:22])=[O:23].[K+:26]>>[C:1]([CH3:2])(=[O:3])[O:4][c:5]1[c:6]([CH3:19])[c:7]([CH2:8][CH2:9][C:10]([CH3:17])([OH:18])[C:24]#[N:25])[c:12]([OH:11])[c:13]([CH3:16])[c:14]1[CH3:15]. Starting materials: [O-]CC.[Na+] (sodium ethoxide), [Na] (sodium), C(C)O (ethanol), C(C)(=O)OCC1=NC=C(C=C1)C(=O)OC(C)(C)C (5-t-butoxycarbonyl-2-pyridylmethanol acetate). Run in O (water), C(C)(=O)O (acetic acid), C(Cl)(Cl)Cl (chloroform). Run at time 2 hour. Yields the product C(C)(C)(C)OC(=O)C=1C=CC(=NC1)CO (5-t-butoxycarbonyl-2-pyridylmethanol). RXN SMILES: [O-]CC.[Na+].[Na].C(O)C.C([O:12][CH2:13][C:14]1[CH:19]=[CH:18][C:17]([C:20]([O:22][C:23]([CH3:26])([CH3:25])[CH3:24])=[O:21])=[CH:16][N:15]=1)(=O)C>C(Cl)(Cl)Cl.O.C(O)(=O)C>[C:23]([O:22][C:20]([C:17]1[CH:18]=[CH:19][C:14]([CH2:13][OH:12])=[N:15][CH:16]=1)=[O:21])([CH3:26])([CH3:24])[CH3:25] |f:0.1,^1:4|. Procedure details: A solution of sodium ethoxide, prepared from 0.5 g of sodium and 12.5 ml of dry ethanol, is added to a solution of the crude 5-t-butoxycarbonyl-2-pyridylmethanol acetate in 26 ml of chloroform, and the mixture is stirred at room temperature for 2 hours. The reaction mixture is neutralized by adding a solution of 3.3 ml of acetic acid in 65 ml of water and extracted with three 70-ml portions of chloroform. The combined extracts are dried over magnesium sulfate and concentrated to give 4.1 g of 5-... The reactants are Cl.ClCC1=NC=CC=C1F (2-(chloromethyl)-3-fluoropyridine hydrochloride), 5,593,993 A1, WO2007/2181 A2, C([O-])([O-])=O.[Cs+].[Cs+] (caesium carbonate), OC=1C=2N(C=C(C1)C)C(=C(N2)C)C(=O)OCC (Ethyl 8-hydroxy-2,6-dimethylimidazo[1,2-a]pyridine-3-carboxylate). The solvent is CN(C)C=O (DMF). Run at temperature 60 celsius, time 8 hour. The product is FC=1C(=NC=CC1)COC=1C=2N(C=C(C1)C)C(=C(N2)C)C(=O)OCC (Ethyl 8-[(3-fluoropyridin-2-yl)methoxy]-2,6-dimethylimidazo[1,2-a]pyridine-3-carboxylate). RXN SMILES: Cl.Cl[CH2:3][C:4]1[C:9]([F:10])=[CH:8][CH:7]=[CH:6][N:5]=1.C(=O)([O-])[O-].[Cs+].[Cs+].[OH:17][C:18]1[C:19]2[N:20]([C:25]([C:29]([O:31][CH2:32][CH3:33])=[O:30])=[C:26]([CH3:28])[N:27]=2)[CH:21]=[C:22]([CH3:24])[CH:23]=1>CN(C=O)C>[F:10][C:9]1[C:4]([CH2:3][O:17][C:18]2[C:19]3[N:20]([C:25]([C:29]([O:31][CH2:32][CH3:33])=[O:30])=[C:26]([CH3:28])[N:27]=3)[CH:21]=[C:22]([CH3:24])[CH:23]=2)=[N:5][CH:6]=[CH:7][CH:8]=1 |f:0.1,2.3.4|. Procedure: 15.78 g (86.7 mmol) of 2-(chloromethyl)-3-fluoropyridine hydrochloride (commercially available; additionally described in: U.S. Pat. No. 5,593,993 A1, 1997; WO2007/2181 A2, 2007) and 94.06 g (288.9 mmol) of caesium carbonate were added to 16.92 g (72.2 mmol) of ethyl 8-hydroxy-2,6-dimethylimidazo[1,2-a]pyridine-3-carboxylate from Example 87A in 956 ml of DMF. The reaction mixture was stirred at 60° C. overnight. The reaction mixture was cooled to RT and filtered, the filtercake was washed with e... Reactants: C1CCOC1, C[Si](C)(C)[N-][Si](C)(C)C, CCOC(C)=O, CS(C)=O, Nc1ccc(I)cc1F, O=[N+]([O-])c1c(F)cc(F)c(F)c1F, [Li+]. The product is O=[N+]([O-])c1c(F)cc(F)c(F)c1Nc1ccc(I)cc1F. Reaction SMILES: [CH2:39]1[O:40][CH2:41][CH2:42][CH2:43]1.[CH3:10][Si:11]([CH3:12])([CH3:13])[N-:14][Si:15]([CH3:16])([CH3:17])[CH3:18].[CH3:33][CH2:34][O:35][C:36](=[O:37])[CH3:38].[CH3:44][S:45]([CH3:46])=[O:47].[F:1][c:2]1[c:3]([NH2:4])[cH:5][cH:6][c:7]([I:9])[cH:8]1.[F:20][c:21]1[c:22]([N+:30](=[O:31])[O-:32])[c:23]([F:29])[cH:24][c:25]([F:28])[c:26]1[F:27].[Li+:19]>>[F:1][c:2]1[c:3]([NH:4][c:21]2[c:22]([N+:30](=[O:31])[O-:32])[c:23]([F:29])[cH:24][c:25]([F:28])[c:26]2[F:27])[cH:5][cH:6][c:7]([I:9])[cH:8]1. Reactants: Cl (hydrochloric acid), N1C[C@H](CCC1)CO ((3S)-3-piperidylmethanol), C1(CCCCC1)C=O (cyclohexanecarbaldehyde), [Na] (sodium). Run in O1CCCC1 (tetrahydrofuran), C(C)(=O)O (acetic acid). Conditions: time 21 hour. Yields the product C1(CCCCC1)CN1C[C@H](CCC1)CO (((3S)-1-cyclohexylmethyl-3-piperidyl)methanol). Isolated yield 59.9%. RXN SMILES: [NH:1]1[CH2:6][CH2:5][CH2:4][C@H:3]([CH2:7][OH:8])[CH2:2]1.[CH:9]1([CH:15]=O)[CH2:14][CH2:13][CH2:12][CH2:11][CH2:10]1.[Na].Cl>O1CCCC1.C(O)(=O)C>[CH:9]1([CH2:15][N:1]2[CH2:6][CH2:5][CH2:4][C@H:3]([CH2:7][OH:8])[CH2:2]2)[CH2:14][CH2:13][CH2:12][CH2:11][CH2:10]1 |^1:16|. Procedure details: To a solution of 900 mg of (3S)-3-piperidylmethanol in 60 ml of tetrahydrofuran, 1.05 g of cyclohexanecarbaldehyde, 0.54 ml of acetic acid and 2.5 g of sodium triacetoxyborohydrate were successively added at room temperature by the order stated, followed by 21 hours' stirring at the same temperature. The reaction liquid was rendered acidic with 1N hydrochloric acid and washed with chloroform. The aqueous layer was rendered basic with 4N aqueous sodium hydroxide solution, followed by extraction w...